This data is from the Open Reaction Database (ORD), a public repository of structured organic reaction records. The task is: describe an organic reaction: reactants, conditions, products, and yield Starting materials: [BH4-].[Na+] (sodium borohydride), CN(C1CC(C2=C(CC1)C=CC=C2)=O)C (7-dimethylamino-5-oxo-6,7,8,9-tetrahydro [5H] benzocycloheptene), [Cl-].[Na+] (sodium chloride), ice water. Solvent: O (water), C(C)O (ethanol). Run at temperature 20 celsius, time 2 hour. Product: CN(C1CC(C2=C(CC1)C=CC=C2)O)C (7-dimethylamino-5-hydroxy-6,7,8,9-tetrahydro [5H] benzocycloheptene). Isolated yield 91.1%. Reaction SMILES: [BH4-].[Na+].[CH3:3][N:4]([CH3:17])[CH:5]1[CH2:11][CH2:10][C:9]2[CH:12]=[CH:13][CH:14]=[CH:15][C:8]=2[C:7](=[O:16])[CH2:6]1.[Cl-].[Na+]>O.C(O)C>[CH3:3][N:4]([CH3:17])[CH:5]1[CH2:11][CH2:10][C:9]2[CH:12]=[CH:13][CH:14]=[CH:15][C:8]=2[CH:7]([OH:16])[CH2:6]1 |f:0.1,3.4|. Procedure: A solution of 8.7 g of sodium borohydride in 87 ml of water was added to a solution of 8.7 g of the product of Step A in 435 ml of ethanol and the mixture was stirred at 20° C for 11/2 hours and was then poured into ice water. The mixture was saturated with sodium chloride and was extracted with ethyl acetate. The organic phase was washed with aqueous sodium chloride solution, was dried and evaporated to dryness to obtain 8 g of raw 7-dimethylamino-5-hydroxy-6,7,8,9-tetrahydro [5H] benzocyclohep...